This data is from the Open Reaction Database (ORD), a public repository of structured organic reaction records. The task is: describe an organic reaction: reactants, conditions, products, and yield Starting materials: [Si]([O-])([O-])([O-])[O-].[Al+3].[Si]([O-])([O-])([O-])[O-].[Si]([O-])([O-])([O-])[O-].[Al+3].[Al+3].[Al+3] (aluminium silicate), NC1=C(C=CC=C1)CCO (2-(2'-aminophenyl)ethanol). Solvent: 2-(2'-aminohenyl)ethanol. Reaction conditions: temperature 220 celsius. Product: N1CCC2=CC=CC=C12 (indoline). RXN SMILES: [Si]([O-])([O-])([O-])[O-].[Al+3].[Si]([O-])([O-])([O-])[O-].[Si]([O-])([O-])([O-])[O-].[Al+3].[Al+3].[Al+3].[NH2:20][C:21]1[CH:26]=[CH:25][CH:24]=[CH:23][C:22]=1[CH2:27][CH2:28]O>>[NH:20]1[C:21]2[C:22](=[CH:23][CH:24]=[CH:25][CH:26]=2)[CH2:27][CH2:28]1 |f:0.1.2.3.4.5.6|. Procedure details: In a stainless steel reactor equipped with distillation column, 5.0 g of a commercially available amorphous aluminium silicate (KETJEN® C-25-W) consisting of 14.7% by weight of AL2O3 and 82.5% by weight of SiO2, and having a BET inner surface area of 547 m2 /g and a pore volume of 0.61 cm3 /g, are suspended in 130 g (117 ml) of 2-(2'-aminohenyl)ethanol using a magnetic stirrer. The suspension is heated to 220° C. Then, at a constant reaction temperature of 220° C. and under an initial pressure o... The reactants are C=C1C=2N(C=CC3=C1C=CC=C3)C(=NN2)SC (11-methylene-3-methylthio-11H-s-triazolo[3,4-b][3]benzazepine), ClC1=CC(=CC=C1)C(=O)OO (m-chloroperbenzoic acid). Yields the product C=C1C=2N(C=CC3=C1C=CC=C3)C(=NN2)S(=O)C (11-methylene-3-methylsulfinyl-11H-s-triazolo[3,4-b][3]benzazepine). Reaction SMILES: [CH2:1]=[C:2]1[C:8]2[CH:9]=[CH:10][CH:11]=[CH:12][C:7]=2[CH:6]=[CH:5][N:4]2[C:13]([S:16][CH3:17])=[N:14][N:15]=[C:3]12.ClC1C=CC=C(C(OO)=[O:26])C=1>>[CH2:1]=[C:2]1[C:8]2[CH:9]=[CH:10][CH:11]=[CH:12][C:7]=2[CH:6]=[CH:5][N:4]2[C:13]([S:16]([CH3:17])=[O:26])=[N:14][N:15]=[C:3]12. Procedure details: By a procedure similar to that of Example 17, the reaction of 11-methylene-3-methylthio-11H-s-triazolo[3,4-b][3]benzazepine with m-chloroperbenzoic acid gave 11-methylene-3-methylsulfinyl-11H-s-triazolo[3,4-b][3]benzazepine as crystals. Recrystallization from ethyl acetate yielded colorless prisms, m.p. 140°-142° C. Reactants: COC=1C=C(C=C2C(CCC2)=O)C=CC1OC (2-(3,4-dimethoxybenzylidene)cyclopentanone), [Cl-].C[N+](C)=C (N,N-dimethyl-methylene ammonium chloride). The solvent is C(C)#N (acetonitrile). Yields the product Cl.COC=1C=C(C=C2C(C(CC2)CN(C)C)=O)C=CC1OC (2-(3,4-dimethoxybenzylidene)-5-(dimethylaminomethyl)cyclopentanone hydrochloride). As a reaction SMILES: [CH3:1][O:2][C:3]1[CH:4]=[C:5]([CH:13]=[CH:14][C:15]=1[O:16][CH3:17])[CH:6]=[C:7]1[CH2:11][CH2:10][CH2:9][C:8]1=[O:12].[Cl-:18].[CH3:19][N+:20](=[CH2:22])[CH3:21]>C(#N)C>[ClH:18].[CH3:1][O:2][C:3]1[CH:4]=[C:5]([CH:13]=[CH:14][C:15]=1[O:16][CH3:17])[CH:6]=[C:7]1[CH2:11][CH2:10][CH:9]([CH2:19][N:20]([CH3:22])[CH3:21])[C:8]1=[O:12] |f:1.2,4.5|. Reported procedure: 0.03 mol of 2-(3,4-dimethoxybenzylidene)cyclopentanone was dissolved in 30 mL anhydrous acetonitrile, treated with 8.4 g (0.09 mol) of N,N-dimethyl-methylene ammonium chloride under refluxing, refluxed for 12 h to yield a solid product which was then suction filtered, dried and recrystallized in acetonitrile/chloroform to yield 2-(3,4-dimethoxybenzylidene)-5-(dimethylaminomethyl)cyclopentanone hydrochloride with a recovery of 69.8%. The product is CC1=NOC2=C1C=C1C(=C2)CC(N1)=O (5,7-Dihydro-3-methyl-6H-pyrrolo[5,4-f]-1,2-benzisoxazol-6-one). The yield is 11.9%. The reactants are C(C)(=O)C1=C(C=C2CC(NC2=C1)=O)O (6-Acetyl-1,3-dihydro-5-hydroxy-2H-indol-2-one), N1=CC=CC=C1 (pyridine). Reaction SMILES: [C:1]([C:4]1[CH:12]=[C:11]2[C:7]([CH2:8][C:9](=[O:13])[NH:10]2)=[CH:6][C:5]=1[OH:14])(=O)[CH3:2].[N:15]1C=CC=CC=1>CN(C=O)C>[CH3:2][C:1]1[C:4]2[CH:12]=[C:11]3[NH:10][C:9](=[O:13])[CH2:8][C:7]3=[CH:6][C:5]=2[O:14][N:15]=1. The solvent is CN(C)C=O (DMF). Procedure details: The procedure described in Example 33d was followed with the oxime acetate obtained in step c (2.75 g, 10.97 mmol) and pyridine (8.9 mL, 109.7 mmol) in DMF (110 m). After concentration in vacuo, the residue was purified by silica gel flash chromatography (2% MeOH--CH2Cl,) to give the title compound (0.245 g, 12%) as a pastel yellow solid.